This data is from the Open Reaction Database (ORD), a public repository of structured organic reaction records. The task is: describe an organic reaction: reactants, conditions, products, and yield Reactants: O (water), CC1(C=2C=CC=C(C2C(=CC1)SC1=CC=CC=C1)/C=C/C1=CC=C(C(=O)OCC)C=C1)C (ethyl (E)-4-[2-(5,6-dihydro-5,5-dimethyl-8-(phenylthio)-naphthalenyl)ethenyl]benzoate), ClC=1C=C(C(=O)OO)C=CC1 (m-chloroperoxybenzoic acid). Run in C(Cl)Cl (methylene chloride), C(Cl)Cl (methylene chloride). Reaction conditions: time 3.5 hour. Yields the product CC1(C=2C=CC=C(C2C(=CC1)S(=O)(=O)C1=CC=CC=C1)/C=C/C1=CC=C(C(=O)OCC)C=C1)C (Ethyl (E)-4-[2-(5,6-Dihydro-5,5-dimethyl-8-(phenylsulfonyl)-naphthalenyl)ethenyl]benzoate). RXN SMILES: [CH3:1][C:2]1([CH3:32])[CH2:11][CH:10]=[C:9]([S:12][C:13]2[CH:18]=[CH:17][CH:16]=[CH:15][CH:14]=2)[C:8]2[C:7](/[CH:19]=[CH:20]/[C:21]3[CH:31]=[CH:30][C:24]([C:25]([O:27][CH2:28][CH3:29])=[O:26])=[CH:23][CH:22]=3)=[CH:6][CH:5]=[CH:4][C:3]1=2.ClC1C=C(C=CC=1)C(OO)=[O:38].[OH2:44]>C(Cl)Cl>[CH3:32][C:2]1([CH3:1])[CH2:11][CH:10]=[C:9]([S:12]([C:13]2[CH:18]=[CH:17][CH:16]=[CH:15][CH:14]=2)(=[O:38])=[O:44])[C:8]2[C:7](/[CH:19]=[CH:20]/[C:21]3[CH:22]=[CH:23][C:24]([C:25]([O:27][CH2:28][CH3:29])=[O:26])=[CH:30][CH:31]=3)=[CH:6][CH:5]=[CH:4][C:3]1=2. Procedure details: To a solution of 0.090 g (0.2 mmol) of ethyl (E)-4-[2-(5,6-dihydro-5,5-dimethyl-8-(phenylthio)-naphthalenyl)ethenyl]benzoate (Compound A16) in 2.0 mL of methylene chloride was added dropwise a solution of 140 mg (0.45 mmol, 50-60%) of m-chloroperoxybenzoic acid in 2.0 mL of methylene chloride and the reaction stirred at room temperature for 3.5 h. The mixture was diluted with water and extracted with methylene chloride (2×). The organic phase was dried over MgSO4 and concentrated in vacuo. The c...